This data is from the Open Reaction Database (ORD), a public repository of structured organic reaction records. The task is: describe an organic reaction: reactants, conditions, products, and yield Reactants: COC(=O)c1ccc(C(=O)c2ccc(Br)cc2Cl)c(C)c1, Nc1ccc(F)cc1F. Yields the product COC(=O)c1ccc(C(=O)c2ccc(Nc3ccc(F)cc3F)cc2Cl)c(C)c1. As a reaction SMILES: [CH3:1][O:2][C:3]([c:4]1[cH:5][c:6]([CH3:20])[c:7]([C:10]([c:11]2[c:12]([Cl:18])[cH:13][c:14]([Br:17])[cH:15][cH:16]2)=[O:19])[cH:8][cH:9]1)=[O:21].[F:22][c:23]1[c:24]([NH2:25])[cH:26][cH:27][c:28]([F:30])[cH:29]1>>[CH3:1][O:2][C:3]([c:4]1[cH:5][c:6]([CH3:20])[c:7]([C:10]([c:11]2[c:12]([Cl:18])[cH:13][c:14]([NH:25][c:24]3[c:23]([F:22])[cH:29][c:28]([F:30])[cH:27][cH:26]3)[cH:15][cH:16]2)=[O:19])[cH:8][cH:9]1)=[O:21]. The reactants are CCCCc1nc2c(C)cc(NC(=O)C3CCCCC3)cc2n1Cc1ccc(OC(C(=O)OCC)c2ccccc2)cc1, CCO, [Na+], [OH-]. The product is CCCCc1nc2c(C)cc(NC(=O)C3CCCCC3)cc2n1Cc1ccc(OC(C(=O)O)c2ccccc2)cc1. As a reaction SMILES: [CH2:1]([CH2:2][CH2:3][CH3:4])[c:5]1[n:6][c:7]2[c:8]([n:9]1[CH2:10][c:11]1[cH:12][cH:13][c:14]([O:17][CH:18]([c:19]3[cH:20][cH:21][cH:22][cH:23][cH:24]3)[C:25](=[O:26])[O:27][CH2:28][CH3:29])[cH:15][cH:16]1)[cH:30][c:31]([NH:35][C:36](=[O:37])[CH:38]1[CH2:39][CH2:40][CH2:41][CH2:42][CH2:43]1)[cH:32][c:33]2[CH3:34].[CH3:46][CH2:47][OH:48].[Na+:45].[OH-:44]>>[CH2:1]([CH2:2][CH2:3][CH3:4])[c:5]1[n:6][c:7]2[c:8]([n:9]1[CH2:10][c:11]1[cH:12][cH:13][c:14]([O:17][CH:18]([c:19]3[cH:20][cH:21][cH:22][cH:23][cH:24]3)[C:25](=[O:26])[OH:27])[cH:15][cH:16]1)[cH:30][c:31]([NH:35][C:36](=[O:37])[CH:38]1[CH2:39][CH2:40][CH2:41][CH2:42][CH2:43]1)[cH:32][c:33]2[CH3:34]. Reactants: N(=[N+]=[N-])CC1=C(C=CC=C1)C=1C=NC=CC1 (3-[2-(azidomethyl)phenyl]pyridine). The reagents and catalysts are [Pd] (Pd/C). Product: N1=CC(=CC=C1)C1=C(C=CC=C1)CN (1-(2-pyridin-3-ylphenyl)methanamine). RXN SMILES: [N:1]([CH2:4][C:5]1[CH:10]=[CH:9][CH:8]=[CH:7][C:6]=1[C:11]1[CH:12]=[N:13][CH:14]=[CH:15][CH:16]=1)=[N+]=[N-]>[Pd]>[N:13]1[CH:14]=[CH:15][CH:16]=[C:11]([C:6]2[CH:7]=[CH:8][CH:9]=[CH:10][C:5]=2[CH2:4][NH2:1])[CH:12]=1. Reported procedure: The product of Example 119B and Pd/C were processed according to the method of Example 115B to provide the product. MS (ESI+) m/z 185 (M+H)+. Yields the product O=C(O)CN1C(=O)N(C(=O)c2cccc3ccccc23)C(=O)C1(c1ccccc1)c1ccccc1. Reactants: ClCCl, Cl, O=C(O)C(F)(F)F, CC(C)(C)OC(=O)CN1C(=O)N(C(=O)c2cccc3ccccc23)C(=O)C1(c1ccccc1)c1ccccc1. As a reaction SMILES: [Cl:41][CH2:42][Cl:43].[ClH:40].[F:44][C:45]([F:46])([F:47])[C:48]([OH:49])=[O:50].[c:1]1([C:11](=[O:12])[N:13]2[C:14](=[O:39])[N:15]([CH2:31][C:32](=[O:33])[O:34][C:35]([CH3:36])([CH3:37])[CH3:38])[C:16]([c:19]3[cH:20][cH:21][cH:22][cH:23][cH:24]3)([c:25]3[cH:26][cH:27][cH:28][cH:29][cH:30]3)[C:17]2=[O:18])[cH:2][cH:3][cH:4][c:5]2[cH:6][cH:7][cH:8][cH:9][c:10]12>>[c:1]1([C:11](=[O:12])[N:13]2[C:14](=[O:39])[N:15]([CH2:31][C:32](=[O:33])[OH:34])[C:16]([c:19]3[cH:20][cH:21][cH:22][cH:23][cH:24]3)([c:25]3[cH:26][cH:27][cH:28][cH:29][cH:30]3)[C:17]2=[O:18])[cH:2][cH:3][cH:4][c:5]2[cH:6][cH:7][cH:8][cH:9][c:10]12.